This data is from the Open Reaction Database (ORD), a public repository of structured organic reaction records. The task is: describe an organic reaction: reactants, conditions, products, and yield The reactants are BrCc1nc2cc(Br)ccc2s1, CN(C)C=O, Cl, [H-], [Na+], CCOC(=O)Cc1n[nH]c(=O)c2ccccc12. Yields the product CCOC(=O)Cc1nn(Cc2nc3cc(Br)ccc3s2)c(=O)c2ccccc12. As a reaction SMILES: [Br:20][c:21]1[cH:22][cH:23][c:24]2[c:25]([n:26][c:27]([CH2:29][Br:30])[s:28]2)[cH:31]1.[CH3:33][N:34]([CH3:35])[CH:36]=[O:37].[ClH:32].[H-:18].[Na+:19].[O:1]=[c:2]1[nH:3][n:4][c:5]([CH2:12][C:13](=[O:14])[O:15][CH2:16][CH3:17])[c:6]2[cH:7][cH:8][cH:9][cH:10][c:11]12>>[O:1]=[c:2]1[n:3]([CH2:29][c:27]2[n:26][c:25]3[c:24]([cH:23][cH:22][c:21]([Br:20])[cH:31]3)[s:28]2)[n:4][c:5]([CH2:12][C:13](=[O:14])[O:15][CH2:16][CH3:17])[c:6]2[cH:7][cH:8][cH:9][cH:10][c:11]12.